Dataset: the Open Reaction Database (ORD), a public repository of structured organic reaction records. Task: describe an organic reaction: reactants, conditions, products, and yield The reactants are CCOc1cncc(C(=O)N(C)OC)c1, CC(C)C[AlH]CC(C)C, ClCCl. Product: CCOc1cncc(C=O)c1. RXN SMILES: [CH2:1]([CH3:2])[O:3][c:4]1[cH:5][n:6][cH:7][c:8]([C:9](=[O:10])[N:11]([O:12][CH3:13])[CH3:14])[cH:15]1.[CH3:16][CH:17]([CH2:18][AlH:19][CH2:20][CH:21]([CH3:22])[CH3:23])[CH3:24].[Cl:25][CH2:26][Cl:27]>>[CH2:1]([CH3:2])[O:3][c:4]1[cH:5][n:6][cH:7][c:8]([CH:9]=[O:10])[cH:15]1. Reactants: Cc1ccc(CBr)cc1, CCCCc1nc(C)[nH]c(=O)c1Cc1ccc(-c2ccccc2C#N)cc1, CN(C)C=O, CCOC(C)=O, [H-], [Na+]. Product: CCCCc1nc(C)n(Cc2ccc(C)cc2)c(=O)c1Cc1ccc(-c2ccccc2C#N)cc1. As a reaction SMILES: [Br:35][CH2:36][c:37]1[cH:38][cH:39][c:40]([CH3:43])[cH:41][cH:42]1.[CH2:1]([CH2:2][CH2:3][CH3:4])[c:5]1[n:6][c:7]([CH3:27])[nH:8][c:9](=[O:26])[c:10]1[CH2:11][c:12]1[cH:13][cH:14][c:15](-[c:18]2[c:19]([C:24]#[N:25])[cH:20][cH:21][cH:22][cH:23]2)[cH:16][cH:17]1.[CH3:30][N:31]([CH3:32])[CH:33]=[O:34].[CH3:44][CH2:45][O:46][C:47](=[O:48])[CH3:49].[H-:28].[Na+:29]>>[CH2:1]([CH2:2][CH2:3][CH3:4])[c:5]1[n:6][c:7]([CH3:27])[n:8]([CH2:36][c:37]2[cH:38][cH:39][c:40]([CH3:43])[cH:41][cH:42]2)[c:9](=[O:26])[c:10]1[CH2:11][c:12]1[cH:13][cH:14][c:15](-[c:18]2[c:19]([C:24]#[N:25])[cH:20][cH:21][cH:22][cH:23]2)[cH:16][cH:17]1. The reactants are CN1C(C)(C)CC(Oc2ccc3ccc(=O)oc3c2)CC1(C)C, Cc1ccccc1, Cl. The product is Cl, CC1(C)CC(Oc2ccc3ccc(=O)oc3c2)CC(C)(C)N1. As a reaction SMILES: [CH3:1][N:2]1[C:3]([CH3:22])([CH3:23])[CH2:4][CH:5]([O:10][c:11]2[cH:12][cH:13][c:14]3[cH:15][cH:16][c:17](=[O:21])[o:18][c:19]3[cH:20]2)[CH2:6][C:7]1([CH3:8])[CH3:9].[CH3:25][c:26]1[cH:27][cH:28][cH:29][cH:30][cH:31]1.[ClH:24]>>[ClH:24].[NH:2]1[C:3]([CH3:22])([CH3:23])[CH2:4][CH:5]([O:10][c:11]2[cH:12][cH:13][c:14]3[cH:15][cH:16][c:17](=[O:21])[o:18][c:19]3[cH:20]2)[CH2:6][C:7]1([CH3:8])[CH3:9]. The reactants are COc1cc(CNc2cc(N3CCN(C(=O)OC(C)(C)C)CC3)ccc2C(=O)C(F)(F)F)cc(OC)c1, CCOCC, ClCCl, Cl. The product is COc1cc(CNc2cc(N3CCNCC3)ccc2C(=O)C(F)(F)F)cc(OC)c1, Cl. Reaction SMILES: [CH3:2][O:3][c:4]1[cH:5][c:6]([CH2:7][NH:8][c:9]2[cH:10][c:11]([N:21]3[CH2:22][CH2:23][N:24]([C:27]([O:28][C:29]([CH3:30])([CH3:31])[CH3:32])=[O:33])[CH2:25][CH2:26]3)[cH:12][cH:13][c:14]2[C:15]([C:16]([F:17])([F:18])[F:19])=[O:20])[cH:34][c:35]([O:37][CH3:38])[cH:36]1.[CH3:39][CH2:40][O:41][CH2:42][CH3:43].[Cl:44][CH2:45][Cl:46].[ClH:1]>>[CH3:2][O:3][c:4]1[cH:5][c:6]([CH2:7][NH:8][c:9]2[cH:10][c:11]([N:21]3[CH2:22][CH2:23][NH:24][CH2:25][CH2:26]3)[cH:12][cH:13][c:14]2[C:15]([C:16]([F:17])([F:18])[F:19])=[O:20])[cH:34][c:35]([O:37][CH3:38])[cH:36]1.[ClH:1].